From a dataset of the Open Reaction Database (ORD), a public repository of structured organic reaction records. describe an organic reaction: reactants, conditions, products, and yield Reaction conditions: time 2 hour. Reported procedure: The 7-benzyloxy-6-cyano-4-(3-fluoro-4-aminophenoxy)quinoline (9.45 g) synthesized in Production Example 8 was dissolved in dimethylformamide (70 ml) and pyridine (5.9 ml), and the mixture was cooled to 0° C. under a nitrogen atmosphere. After adding phenyl chlorocarbonate (3.4 ml), the mixture was stirred for 2 hours. Water was added to the reaction solution, and the precipitated crystals were filtered out and triturated in tetrahydrofuran and toluene to obtain 6.93 g of the title compound as li... Run in CN(C=O)C (dimethylformamide), N1=CC=CC=C1 (pyridine). Starting materials: C1(=CC=CC=C1)C (toluene), C(C1=CC=CC=C1)OC1=C(C=C2C(=CC=NC2=C1)OC1=CC(=C(C=C1)N)F)C#N (7-benzyloxy-6-cyano-4-(3-fluoro-4-aminophenoxy)quinoline), C(OC1=CC=CC=C1)(=O)Cl (phenyl chlorocarbonate), O (Water). Isolated yield 56.0%. Product: C(#N)C=1C=C2C(=CC=NC2=CC1OCC1=CC=CC=C1)OC1=CC(=C(C=C1)NC(OC1=CC=CC=C1)=O)F (Phenyl N-(4-(6-cyano-7-benzyloxy-4-quinolyl)oxy-2-fluorophenyl)carbamate). RXN SMILES: [CH2:1]([O:8][C:9]1[CH:18]=[C:17]2[C:12]([C:13]([O:19][C:20]3[CH:25]=[CH:24][C:23]([NH2:26])=[C:22]([F:27])[CH:21]=3)=[CH:14][CH:15]=[N:16]2)=[CH:11][C:10]=1[C:28]#[N:29])[C:2]1[CH:7]=[CH:6][CH:5]=[CH:4][CH:3]=1.[C:30](Cl)(=[O:38])[O:31][C:32]1[CH:37]=[CH:36][CH:35]=[CH:34][CH:33]=1.O.C1(C)C=CC=CC=1>CN(C)C=O.N1C=CC=CC=1>[C:28]([C:10]1[CH:11]=[C:12]2[C:17](=[CH:18][C:9]=1[O:8][CH2:1][C:2]1[CH:7]=[CH:6][CH:5]=[CH:4][CH:3]=1)[N:16]=[CH:15][CH:14]=[C:13]2[O:19][C:20]1[CH:25]=[CH:24][C:23]([NH:26][C:30](=[O:38])[O:31][C:32]2[CH:37]=[CH:36][CH:35]=[CH:34][CH:33]=2)=[C:22]([F:27])[CH:21]=1)#[N:29]. Reactants: CC(C)(C)OC(=O)N1CCC(NCc2ccccc2)CC1, COCCOC, NS(N)(=O)=O. The product is CC(C)(C)OC(=O)N1CCC(N(Cc2ccccc2)S(N)(=O)=O)CC1. RXN SMILES: [C:1]([CH3:2])([CH3:3])([CH3:4])[O:5][C:6](=[O:7])[N:8]1[CH2:9][CH2:10][CH:11]([NH:14][CH2:15][c:16]2[cH:17][cH:18][cH:19][cH:20][cH:21]2)[CH2:12][CH2:13]1.[CH3:27][O:28][CH2:29][CH2:30][O:31][CH3:32].[NH2:22][S:23]([NH2:24])(=[O:25])=[O:26]>>[C:1]([CH3:2])([CH3:3])([CH3:4])[O:5][C:6](=[O:7])[N:8]1[CH2:9][CH2:10][CH:11]([N:14]([CH2:15][c:16]2[cH:17][cH:18][cH:19][cH:20][cH:21]2)[S:23]([NH2:22])(=[O:25])=[O:26])[CH2:12][CH2:13]1. Starting materials: CCC1C=C(C)CC(C)CC(OC)C2OC(O)(C(=O)C(=O)N3CCCCC3C(=O)OC(C(C)=CC3CCC(N=[N+]=[N-])C(OC(C)C)C3)C(C)C(O[Si](C)(C)C(C)(C)C)CC1=O)C(C)CC2OC, CC#N, CCOC(C)=O, F. Product: CCC1C=C(C)CC(C)CC(OC)C2OC(O)(C(=O)C(=O)N3CCCCC3C(=O)OC(C(C)=CC3CCC(N=[N+]=[N-])C(OC(C)C)C3)C(C)C(O)CC1=O)C(C)CC2OC. As a reaction SMILES: [CH2:1]([CH3:2])[CH:3]1[C:4](=[O:67])[CH2:5][CH:6]([O:59][Si:60]([C:61]([CH3:62])([CH3:63])[CH3:64])([CH3:65])[CH3:66])[CH:7]([CH3:58])[CH:8]([C:42](=[CH:43][CH:44]2[CH2:45][CH:46]([O:53][CH:54]([CH3:55])[CH3:56])[CH:47]([N:50]=[N+:51]=[N-:52])[CH2:48][CH2:49]2)[CH3:57])[O:9][C:10](=[O:41])[CH:11]2[CH2:12][CH2:13][CH2:14][CH2:15][N:16]2[C:17](=[O:40])[C:18](=[O:39])[C:19]2([OH:38])[CH:20]([CH3:37])[CH2:21][CH:22]([O:35][CH3:36])[CH:23]([CH:24]([O:32][CH3:33])[CH2:25][CH:26]([CH3:31])[CH2:27][C:28]([CH3:30])=[CH:29]1)[O:34]2.[CH3:69][C:70]#[N:71].[CH3:72][CH2:73][O:74][C:75](=[O:76])[CH3:77].[FH:68]>>[CH2:1]([CH3:2])[CH:3]1[C:4](=[O:67])[CH2:5][CH:6]([OH:59])[CH:7]([CH3:58])[CH:8]([C:42](=[CH:43][CH:44]2[CH2:45][CH:46]([O:53][CH:54]([CH3:55])[CH3:56])[CH:47]([N:50]=[N+:51]=[N-:52])[CH2:48][CH2:49]2)[CH3:57])[O:9][C:10](=[O:41])[CH:11]2[CH2:12][CH2:13][CH2:14][CH2:15][N:16]2[C:17](=[O:40])[C:18](=[O:39])[C:19]2([OH:38])[CH:20]([CH3:37])[CH2:21][CH:22]([O:35][CH3:36])[CH:23]([CH:24]([O:32][CH3:33])[CH2:25][CH:26]([CH3:31])[CH2:27][C:28]([CH3:30])=[CH:29]1)[O:34]2.